This data is from the Open Reaction Database (ORD), a public repository of structured organic reaction records. The task is: describe an organic reaction: reactants, conditions, products, and yield The reactants are BrCc1ccccc1, CCOC(C)=O, [H-], COC(=O)C1CCC(=O)N1, [Na+], C1CCOC1, O. Product: COC(=O)C1CCC(=O)N1Cc1ccccc1. RXN SMILES: [Br:13][CH2:14][c:15]1[cH:16][cH:17][cH:18][cH:19][cH:20]1.[CH3:27][CH2:28][O:29][C:30](=[O:31])[CH3:32].[H-:11].[NH:1]1[CH:2]([C:7](=[O:8])[O:9][CH3:10])[CH2:3][CH2:4][C:5]1=[O:6].[Na+:12].[O:21]1[CH2:22][CH2:23][CH2:24][CH2:25]1.[OH2:26]>>[N:1]1([CH2:14][c:15]2[cH:16][cH:17][cH:18][cH:19][cH:20]2)[CH:2]([C:7](=[O:8])[O:9][CH3:10])[CH2:3][CH2:4][C:5]1=[O:6]. Reactants: CO, ClC(Cl)Cl, F, CCC(=O)C(C(C)C)C(Nc1ccccc1)C(=O)NCCC(=O)C=[N+]=[N-]. Yields the product CCC(=O)C(C(C)C)C(Nc1ccccc1)C(=O)NCCC(=O)CF. Reaction SMILES: [CH3:28][OH:29].[CH:30]([Cl:31])([Cl:32])[Cl:33].[FH:27].[c:1]1([NH:7][CH:8]([CH:9]([CH:10]([CH3:11])[CH3:12])[C:13]([CH2:14][CH3:15])=[O:16])[C:17](=[O:18])[NH:19][CH2:20][CH2:21][C:22](=[O:23])[CH:24]=[N+:25]=[N-:26])[cH:2][cH:3][cH:4][cH:5][cH:6]1>>[c:1]1([NH:7][CH:8]([CH:9]([CH:10]([CH3:11])[CH3:12])[C:13]([CH2:14][CH3:15])=[O:16])[C:17](=[O:18])[NH:19][CH2:20][CH2:21][C:22](=[O:23])[CH2:24][F:27])[cH:2][cH:3][cH:4][cH:5][cH:6]1. Reactants: ClC=1C=C(C=CC1Cl)C(CC=O)C1N(C(C2=CC=CC=C12)=O)C (3-(3,4-dichlorophenyl)-3-(2-methyl-3-oxo-2,3-dihydro-1H-isoindol-1-yl)propionaldehyde), OC1(CCNCC1)C1=CC=CC=C1 (4-hydroxy-4-phenylpiperidine), C(#N)[BH3-].[Na+] (sodium cyanoborohydride), C(C)(=O)O (acetic acid). The solvent is CO (methanol), C([O-])(O)=O.[Na+] (sodium bicarbonate). Reaction conditions: time 16 hour. Yields the product ClC=1C=C(C=CC1Cl)C(CCN1CCC(CC1)(C1=CC=CC=C1)O)C1N(C(C2=CC=CC=C12)=O)C (3-[1-(3,4-dichlorophenyl)-3-(4-hydroxy-4-phenylpiperidino)propyl]-2-methyl-2,3-dihydroiso-indol-1-one). Yield: 63.5%. Reaction SMILES: [Cl:1][C:2]1[CH:3]=[C:4]([CH:9]([CH:13]2[C:21]3[C:16](=[CH:17][CH:18]=[CH:19][CH:20]=3)[C:15](=[O:22])[N:14]2[CH3:23])[CH2:10][CH:11]=O)[CH:5]=[CH:6][C:7]=1[Cl:8].[OH:24][C:25]1([C:31]2[CH:36]=[CH:35][CH:34]=[CH:33][CH:32]=2)[CH2:30][CH2:29][NH:28][CH2:27][CH2:26]1.C(O)(=O)C.C([BH3-])#N.[Na+]>CO.C(=O)(O)[O-].[Na+]>[Cl:1][C:2]1[CH:3]=[C:4]([CH:9]([CH:13]2[C:21]3[C:16](=[CH:17][CH:18]=[CH:19][CH:20]=3)[C:15](=[O:22])[N:14]2[CH3:23])[CH2:10][CH2:11][N:28]2[CH2:29][CH2:30][C:25]([OH:24])([C:31]3[CH:36]=[CH:35][CH:34]=[CH:33][CH:32]=3)[CH2:26][CH2:27]2)[CH:5]=[CH:6][C:7]=1[Cl:8] |f:3.4,6.7|. Procedure details: A solution of 3-(3,4-dichlorophenyl)-3-(2-methyl-3-oxo-2,3-dihydro-1H-isoindol-1-yl)propionaldehyde (0.112 g) in methanol (5 mL) was treated with 4-hydroxy-4-phenylpiperidine (0.057 g) and the pH was adjusted to 6 by adding acetic acid. After treating with sodium cyanoborohydride (0.030 g), the reaction mixture was stirred at ambient temperature for 16 hours, diluted with a saturated solution of sodium bicarbonate, and extracted with dichloromethane. The organic layers were dried and evaporated ... The reactants are OC1=NC=C(C(=O)O)C=C1 (6-Hydroxynicotinic acid), C(Br)Br (methylene bromide), phosphorous pentabromide, CO (methanol). Conditions: temperature 70 celsius, time 0.5 hour. Product: BrC1=NC=C(C(=O)OC)C=C1 (methyl 6-bromo-nicotinate). As a reaction SMILES: OC1[CH:10]=[CH:9][C:5]([C:6]([OH:8])=[O:7])=[CH:4][N:3]=1.[CH2:11]([Br:13])Br.[CH3:14]O>>[Br:13][C:11]1[CH:10]=[CH:9][C:5]([C:6]([O:8][CH3:14])=[O:7])=[CH:4][N:3]=1. Reported procedure: 6-Hydroxynicotinic acid (31 g) and methylene bromide (300 mL) were added at 18° C. to 98.9 g of phosphorous pentabromide while stirring with a mechanical stirrer under an argon atmosphere. The mixture was warmed to 70° C. over 2 hours, and further stirred for 16 hours. The mixture was cooled to 10° C. and 300 mL of methanol (CAUTION: EXOTHERMIC) was added. The cooling bath was removed and stirring was continued for 1/2 hour more. A solution of 76 g of K2CO3 in 610 mL of water was added and stirr... Reactants: O=Cc1ccc(Br)c(F)c1, CCCCC1CCC(CCC(CO)CO)CC1, Cc1ccc(S(=O)(=O)O)cc1, ClCCl. The product is CCCCC1CCC(CCC2COC(c3ccc(Br)c(F)c3)OC2)CC1. Reaction SMILES: [Br:18][c:19]1[c:20]([F:27])[cH:21][c:22]([CH:23]=[O:24])[cH:25][cH:26]1.[CH2:1]([CH2:2][CH2:3][CH3:4])[CH:5]1[CH2:6][CH2:7][CH:8]([CH2:11][CH2:12][CH:13]([CH2:14][OH:15])[CH2:16][OH:17])[CH2:9][CH2:10]1.[CH3:28][c:29]1[cH:30][cH:31][c:32]([S:33]([OH:34])(=[O:35])=[O:36])[cH:37][cH:38]1.[Cl:39][CH2:40][Cl:41]>>[CH2:1]([CH2:2][CH2:3][CH3:4])[CH:5]1[CH2:6][CH2:7][CH:8]([CH2:11][CH2:12][CH:13]2[CH2:14][O:15][CH:23]([c:22]3[cH:21][c:20]([F:27])[c:19]([Br:18])[cH:26][cH:25]3)[O:17][CH2:16]2)[CH2:9][CH2:10]1. The reactants are [H-].[Na+] (NaH), C(C1=CC=CC=C1)OC(=O)C1=C(NC2=CC=C(C=C12)OCCCl)C (5-(2-Chloro-ethoxy)-2-methyl-1H-indole-3-carboxylic acid benzyl ester), O (Water), C(C1=CC=CC=C1)Br (Benzyl bromide). Run in CN(C)C=O (DMF). Reaction conditions: time 2 hour. The product is C(C1=CC=CC=C1)OC(=O)C1=C(N(C2=CC=C(C=C12)OCCCl)CC1=CC=CC=C1)C (1-benzyl-5-(2-chloro-ethoxy)-2-methyl-1H-indole-3-carboxylic acid benzyl ester). Isolated yield 62.3%. As a reaction SMILES: [H-].[Na+].[CH2:3]([O:10][C:11]([C:13]1[C:21]2[C:16](=[CH:17][CH:18]=[C:19]([O:22][CH2:23][CH2:24][Cl:25])[CH:20]=2)[NH:15][C:14]=1[CH3:26])=[O:12])[C:4]1[CH:9]=[CH:8][CH:7]=[CH:6][CH:5]=1.[CH2:27](Br)[C:28]1[CH:33]=[CH:32][CH:31]=[CH:30][CH:29]=1.O>CN(C=O)C>[CH2:3]([O:10][C:11]([C:13]1[C:21]2[C:16](=[CH:17][CH:18]=[C:19]([O:22][CH2:23][CH2:24][Cl:25])[CH:20]=2)[N:15]([CH2:27][C:28]2[CH:33]=[CH:32][CH:31]=[CH:30][CH:29]=2)[C:14]=1[CH3:26])=[O:12])[C:4]1[CH:9]=[CH:8][CH:7]=[CH:6][CH:5]=1 |f:0.1|. Procedure details: To a suspension of NaH (0.959 mmol, 0.038 g, 60% in mineral oil, rinsed twice with hexanes) in 5 mL of DMF at 0° C. under N2 was added a solution of 5-(2-chloro-ethoxy)-2-methyl-1H-indole-3-carboxylic acid benzyl ester (0.873 mmol, 0.300 g, Example 1, Step A) in 3.73 mL of DMF. The ice bath was removed and the solution was stirred for 2 hours at room temperature. Benzyl bromide (0.959 mmol, 0.114 mL, Aldrich) was added dropwise via syringe and the solution was stirred for 19 hours. Water (10 mL)... Reactants: C(C1=CC=C(C(=O)Cl)C=C1)(=O)Cl (terephthaloyl chloride), C(C1=CC=C(C(=O)Cl)C=C1)(=O)Cl (terephthaloyl chloride), C(C1=CC=C(C(=O)Cl)C=C1)(=O)Cl (terephthaloyl chloride), OC1=CC=C(C=C1)C(C)(C)C1=CC=C(C=C1)O (bisphenol A). Reaction conditions: time 2 minute. Product: OC1=CC=C(C=C1)C(C)(C)C1=CC=C(C=C1)O.C(C1=CC=C(C(=O)Cl)C=C1)(=O)Cl (bisphenol A terephthaloyl chloride). As a reaction SMILES: [C:1]([Cl:12])(=[O:11])[C:2]1[CH:10]=[CH:9][C:5]([C:6]([Cl:8])=[O:7])=[CH:4][CH:3]=1.[OH:13][C:14]1[CH:19]=[CH:18][C:17]([C:20]([C:23]2[CH:28]=[CH:27][C:26]([OH:29])=[CH:25][CH:24]=2)([CH3:22])[CH3:21])=[CH:16][CH:15]=1>>[OH:13][C:14]1[CH:15]=[CH:16][C:17]([C:20]([C:23]2[CH:24]=[CH:25][C:26]([OH:29])=[CH:27][CH:28]=2)([CH3:22])[CH3:21])=[CH:18][CH:19]=1.[C:6]([Cl:8])(=[O:7])[C:5]1[CH:9]=[CH:10][C:2]([C:1]([Cl:12])=[O:11])=[CH:3][CH:4]=1 |f:2.3|. Procedure details: Next, the terephthaloyl chloride vapor in the condensing chamber 2 was adiabatically expanded, and the introduced base particles were exposed thereto for 2 minutes. Consequently, terephthaloyl chloride condensed on the surface of the base particles. A polymerization reaction took place between terephthaloyl chloride condensed on the surface of the base particles and bisphenol A of the base particles, forming a film of bisphenol A—terephthaloyl chloride co-polymer on the surface of the base parti...